This data is from the Open Reaction Database (ORD), a public repository of structured organic reaction records. The task is: describe an organic reaction: reactants, conditions, products, and yield The reactants are NC(C#N)(CN1N=C2C(N=CC(=C2)Cl)=C1)C (2-amino-3-(6-chloro-2H-pyrazolo[4,3-b]pyridin-2-yl)-2-methylpropionitrile), FC(C1=CC=C(C(=S)Cl)C=C1)(F)F (4-trifluoromethylthiobenzoyl chloride). Yields the product ClC1=CC=2C(N=C1)=CN(N2)CC(C)(C#N)NC(C2=CC=C(C=C2)C(F)(F)F)=S (N-[2-(6-Chloro-2H-pyrazolo[4,3-b]pyridin-2-yl)-1-cyano-1-methylethyl]-4-trifluoromethylthiobenzamide), solid. The yield is 20.0%. RXN SMILES: [NH2:1][C:2]([CH3:16])([CH2:5][N:6]1[CH:15]=[C:9]2[N:10]=[CH:11][C:12]([Cl:14])=[CH:13][C:8]2=[N:7]1)[C:3]#[N:4].[F:17][C:18]([F:29])([F:28])[C:19]1[CH:27]=[CH:26][C:22]([C:23](Cl)=[S:24])=[CH:21][CH:20]=1>>[Cl:14][C:12]1[CH:11]=[N:10][C:9]2=[CH:15][N:6]([CH2:5][C:2]([NH:1][C:23](=[S:24])[C:22]3[CH:21]=[CH:20][C:19]([C:18]([F:17])([F:28])[F:29])=[CH:27][CH:26]=3)([C:3]#[N:4])[CH3:16])[N:7]=[C:8]2[CH:13]=1. Procedure details: Using a procedure similar to that described in Example 1, 2-amino-3-(6-chloro-2H-pyrazolo[4,3-b]pyridin-2-yl)-2-methylpropionitrile (35 mg, described in Example 155) and 4-trifluoromethylthiobenzoyl chloride, the title compound was isolated as a white solid (13 mg, 20%). MS (ES): M/Z [M+H]=440. 1H NMR: (400 MHz, CHLOROFORM-d): 1.96 (s, 3H), 4.86 (d, J=14.0 Hz, 1H), 5.01 (d, J=14.0 Hz, 1H), 7.71-7.83 (m, 2H), 7.83-7.92 (m, 2H), 8.02 (dd, J=2.1, 0.9 Hz, 1H), 8.12 (s, 1H), 8.43 (d, J=0.7 Hz, 1H) an... Starting materials: Cc1ccccc1, Clc1ccc(CBr)cc1, c1ccc(P(c2ccccc2)c2ccccc2)cc1. Yields the product [Br-], Clc1ccc(C[P+](c2ccccc2)(c2ccccc2)c2ccccc2)cc1. Reaction SMILES: [CH3:29][c:30]1[cH:31][cH:32][cH:33][cH:34][cH:35]1.[Cl:20][c:21]1[cH:22][cH:23][c:24]([CH2:25][Br:26])[cH:27][cH:28]1.[c:1]1([P:7]([c:8]2[cH:9][cH:10][cH:11][cH:12][cH:13]2)[c:14]2[cH:15][cH:16][cH:17][cH:18][cH:19]2)[cH:2][cH:3][cH:4][cH:5][cH:6]1>>[Br-:26].[c:1]1([P+:7]([c:8]2[cH:9][cH:10][cH:11][cH:12][cH:13]2)([c:14]2[cH:15][cH:16][cH:17][cH:18][cH:19]2)[CH2:25][c:24]2[cH:23][cH:22][c:21]([Cl:20])[cH:28][cH:27]2)[cH:2][cH:3][cH:4][cH:5][cH:6]1. The reactants are O=C1CCC(=O)N1Br, ClC(Cl)(Cl)Cl, Cc1cc(Br)ccc1C(=O)OC(C)C, CC(C)(C#N)N=NC(C)(C)C#N. The product is CC(C)OC(=O)c1ccc(Br)cc1CBr. RXN SMILES: [Br:15][N:16]1[C:17](=[O:18])[CH2:19][CH2:20][C:21]1=[O:22].[C:35]([Cl:36])([Cl:37])([Cl:38])[Cl:39].[CH:1]([CH3:2])([CH3:3])[O:4][C:5]([c:6]1[c:7]([CH3:13])[cH:8][c:9]([Br:12])[cH:10][cH:11]1)=[O:14].[N:23]([C:24]([CH3:25])([CH3:26])[C:27]#[N:28])=[N:29][C:30]([CH3:31])([CH3:32])[C:33]#[N:34]>>[CH:1]([CH3:2])([CH3:3])[O:4][C:5]([c:6]1[c:7]([CH2:13][Br:15])[cH:8][c:9]([Br:12])[cH:10][cH:11]1)=[O:14].